Dataset: the Open Reaction Database (ORD), a public repository of structured organic reaction records. Task: describe an organic reaction: reactants, conditions, products, and yield Starting materials: CC(=O)CC(=O)c1ccccc1, Cc1oc(-c2ccc(C(F)(F)F)cc2)nc1CCOc1ccc(CC(N)C(=O)O)cc1. Yields the product CC(=CC(=O)c1ccccc1)NC(Cc1ccc(OCCc2nc(-c3ccc(C(F)(F)F)cc3)oc2C)cc1)C(=O)O. Reaction SMILES: [C:32]([c:33]1[cH:34][cH:35][cH:36][cH:37][cH:38]1)(=[O:39])[CH2:40][C:41]([CH3:42])=[O:43].[NH2:1][CH:2]([C:3](=[O:4])[OH:5])[CH2:6][c:7]1[cH:8][cH:9][c:10]([O:13][CH2:14][CH2:15][c:16]2[n:17][c:18](-[c:22]3[cH:23][cH:24][c:25]([C:28]([F:29])([F:30])[F:31])[cH:26][cH:27]3)[o:19][c:20]2[CH3:21])[cH:11][cH:12]1>>[NH:1]([CH:2]([C:3](=[O:4])[OH:5])[CH2:6][c:7]1[cH:8][cH:9][c:10]([O:13][CH2:14][CH2:15][c:16]2[n:17][c:18](-[c:22]3[cH:23][cH:24][c:25]([C:28]([F:29])([F:30])[F:31])[cH:26][cH:27]3)[o:19][c:20]2[CH3:21])[cH:11][cH:12]1)[C:41](=[CH:40][C:32]([c:33]1[cH:34][cH:35][cH:36][cH:37][cH:38]1)=[O:39])[CH3:42]. Starting materials: C(C)(C)(C)C1=CC=C(C(=O)NC=2C=CC(=NC2)C2=CC=C3CN(C(C3=C2)=O)[C@H](C(=O)O)C(C)C)C=C1 ((S)-2-(6-(5-(4-tert-Butylbenzamido)pyridin-2-yl)-1-oxoisoindolin-2-yl)-3-methyl butanoic acid), COC1=C(C=CC(=C1)NC(C1=CC=C(C=C1)OC(F)(F)F)=O)C1=CC=C2CN(C(C2=C1)=O)[C@H](C(=O)OC)C(C)C ((S)-Methyl 2-(6-(2-methoxy-4-(4-(trifluoromethoxy)benzamido)phenyl)-1-oxo isoindolin-2-yl)-3-methylbutanoate). The product is COC1=C(C=CC(=C1)NC(C1=CC=C(C=C1)OC(F)(F)F)=O)C1=CC=C2CN(C(C2=C1)=O)[C@H](C(=O)O)C(C)C ((S)-2-(6-(2-Methoxy-4-(4-(trifluoromethoxy)benzamido)phenyl)-1-oxoisoindolin-2-yl)-3-methylbutanoic acid). Yield: 82.2%. As a reaction SMILES: C(C1C=CC(C(NC2C=CC(C3C=C4C(CN([C@@H](C(C)C)C(O)=O)C4=O)=CC=3)=NC=2)=O)=CC=1)(C)(C)C.[CH3:37][O:38][C:39]1[CH:44]=[C:43]([NH:45][C:46](=[O:58])[C:47]2[CH:52]=[CH:51][C:50]([O:53][C:54]([F:57])([F:56])[F:55])=[CH:49][CH:48]=2)[CH:42]=[CH:41][C:40]=1[C:59]1[CH:67]=[C:66]2[C:62]([CH2:63][N:64]([C@@H:69]([CH:74]([CH3:76])[CH3:75])[C:70]([O:72]C)=[O:71])[C:65]2=[O:68])=[CH:61][CH:60]=1>>[CH3:37][O:38][C:39]1[CH:44]=[C:43]([NH:45][C:46](=[O:58])[C:47]2[CH:52]=[CH:51][C:50]([O:53][C:54]([F:55])([F:57])[F:56])=[CH:49][CH:48]=2)[CH:42]=[CH:41][C:40]=1[C:59]1[CH:67]=[C:66]2[C:62]([CH2:63][N:64]([C@@H:69]([CH:74]([CH3:76])[CH3:75])[C:70]([OH:72])=[O:71])[C:65]2=[O:68])=[CH:61][CH:60]=1. Procedure details: The compound of example 464 was prepared analogous to the compound of example 404 by hydrolysis of the compound of example 463. Starting materials: [I-].[K+] (potassium iodide), NC1=C(C=CC=C1)C1=CC=CC=C1 (2-aminobiphenyl), N(=O)[O-].[Na+] (sodium nitrite). Run in O (water), Cl (hydrochloric acid), O (water), O (water). Run at temperature 0 celsius, time 45 minute. Product: IC1=C(C=CC=C1)C1=CC=CC=C1 (2-Iodo-1-phenylbenzene), desired compound. The yield is 85.0%. Reaction SMILES: N[C:2]1[CH:7]=[CH:6][CH:5]=[CH:4][C:3]=1[C:8]1[CH:13]=[CH:12][CH:11]=[CH:10][CH:9]=1.N([O-])=O.[Na+].[I-:18].[K+]>Cl.O>[I:18][C:2]1[CH:7]=[CH:6][CH:5]=[CH:4][C:3]=1[C:8]1[CH:13]=[CH:12][CH:11]=[CH:10][CH:9]=1 |f:1.2,3.4|. Reported procedure: 2-Iodo-1-phenylbenzene was prepared in accordance with the procedure of Heaney and Millar, Org. Syn 40:105 (1960), was used as follows. To a solution of 2-aminobiphenyl (2.53 g, 15.0 mmol) in concentrated hydrochloric acid (3 mL) and water (15 mL) at 0° C. was added sodium nitrite (1.17 g, 17.0 mmol) in water (5 mL). The temperature was held at 0° C. throughout the addition. The resulting brown solution was stirred for 45 min at 0° C., and then poured into potassium iodide (4.9 g, 30.0 mmol) in ... Reaction SMILES: [CH2:1]([CH2:2][CH2:3][CH:4]=[CH2:5])[c:6]1[cH:7][cH:8][c:9]([C:10](=[O:11])[OH:12])[cH:13][cH:14]1.[CH3:21][C:22]([CH3:23])([O-:24])[CH3:25].[Cl:15][C:16]([C:17]([Cl:18])=[O:19])=[O:20].[Li+:26].[O:33]1[CH2:34][CH2:35][CH2:36][CH2:37]1.[cH:27]1[cH:28][cH:29][cH:30][cH:31][cH:32]1>>[CH2:1]([CH2:2][CH2:3][CH:4]=[CH2:5])[c:6]1[cH:7][cH:8][c:9]([C:10](=[O:11])[O:12][C:22]([CH3:21])([CH3:23])[CH3:25])[cH:13][cH:14]1. The reactants are C=CCCCc1ccc(C(=O)O)cc1, CC(C)(C)[O-], O=C(Cl)C(=O)Cl, [Li+], C1CCOC1, c1ccccc1. Product: C=CCCCc1ccc(C(=O)OC(C)(C)C)cc1. Reactants: [N+](=O)([O-])C1=C(C=CC(=C1)[N+](=O)[O-])C (2,4-dinitrotoluene), ice, Cl (HCl), C=O (paraformaldehyde), [K] (potassium), CN1CCCC1=O (NMP). Conditions: time 8 hour. Yields the product [N+](=O)([O-])C1=C(C=CC(=C1)[N+](=O)[O-])C(CO)CO (2-(2,4-dinitrophenyl)propane-1,3-diol). Reaction SMILES: [N+:1]([C:4]1[CH:9]=[C:8]([N+:10]([O-:12])=[O:11])[CH:7]=[CH:6][C:5]=1[CH3:13])([O-:3])=[O:2].[CH2:14]=[O:15].[K].Cl.CN1[C:23](=[O:24])CCC1>>[N+:1]([C:4]1[CH:9]=[C:8]([N+:10]([O-:12])=[O:11])[CH:7]=[CH:6][C:5]=1[CH:13]([CH2:23][OH:24])[CH2:14][OH:15])([O-:3])=[O:2] |^1:15|. Procedure details: 20 g (106.5 mmol) of 2,4-dinitrotoluene is solubilized in 280 ml of NMP. To the brown solution is added 7.6 g (255.6 mmol) of paraformaldehyde. To the suspension is added 597 mg (5.32 mmol) of potassium tetrabutoxyde. The resulting solution is stirred overnight at RT. The mixture was poured onto 200 ml ice, and neutralized with 2 mL of HCl 25%. The reaction mixture is then partitioned between ethyl acetate and water; the organic phase is washed repeatedly with water, dried over sodium sulfate, f... Starting materials: CCCc1c(OCCCOc2cc(NC(=O)C(=O)OC)c(C)cc2Br)ccc(C(C)=O)c1O, CO, [Na+], [OH-]. Product: CCCc1c(OCCCOc2cc(NC(=O)C(=O)O)c(C)cc2Br)ccc(C(C)=O)c1O. RXN SMILES: [CH3:1][O:2][C:3]([C:4](=[O:5])[NH:6][c:7]1[cH:8][c:9]([O:15][CH2:16][CH2:17][CH2:18][O:19][c:20]2[c:21]([CH2:30][CH2:31][CH3:32])[c:22]([OH:29])[c:23]([C:26]([CH3:27])=[O:28])[cH:24][cH:25]2)[c:10]([Br:14])[cH:11][c:12]1[CH3:13])=[O:33].[CH3:36][OH:37].[Na+:35].[OH-:34]>>[O:2]=[C:3]([C:4](=[O:5])[NH:6][c:7]1[cH:8][c:9]([O:15][CH2:16][CH2:17][CH2:18][O:19][c:20]2[c:21]([CH2:30][CH2:31][CH3:32])[c:22]([OH:29])[c:23]([C:26]([CH3:27])=[O:28])[cH:24][cH:25]2)[c:10]([Br:14])[cH:11][c:12]1[CH3:13])[OH:33]. Starting materials: NCCCN1CCN(CC1)CCCN (1,4-Bis(3-aminopropyl)piperazine), C(CC=O)CC=O (Glutaric dialdehyde), Cl (HCl). Solvent: O (H2O), O (H2O). Run at time 30 minute. The product is NCCCN1CCN(CC1)CCCN.C(CC=O)CC=O (1,4-Bis(3-aminopropyl)piperazine Glutaric Dialdehyde). Isolated yield 12.7%. RXN SMILES: [NH2:1][CH2:2][CH2:3][CH2:4][N:5]1[CH2:10][CH2:9][N:8]([CH2:11][CH2:12][CH2:13][NH2:14])[CH2:7][CH2:6]1.[CH2:15]([CH2:19][CH:20]=[O:21])[CH2:16][CH:17]=[O:18].Cl>O>[NH2:14][CH2:13][CH2:12][CH2:11][N:8]1[CH2:7][CH2:6][N:5]([CH2:4][CH2:3][CH2:2][NH2:1])[CH2:10][CH2:9]1.[CH2:15]([CH2:19][CH:20]=[O:21])[CH2:16][CH:17]=[O:18] |f:4.5|. Procedure: 1,4-Bis(3-aminopropyl)piperazine (206 μL, 0.998 mmol, Aldrich Chemical Company) was taken up in 5.0 mL H2O. Glutaric dialdehyde (206 μL, 0.998 mmol, Aldrich Chemical Company) was added and the solution was stirred at room temperature. After 30 min, an additional portion of H2O was added (20 mL), and the mixture neutralized with 6 N HCl to pH 7, resulting in a red solution. Dialysis against H2O (3×3 L, 12,000–14,000 MWCO) and lyophilization afforded 38 mg (14%) of the copolymer. Starting materials: OC=1C(=C(C(=O)O)C=C(C1F)F)F (3-hydroxy-2,4,5-trifluorobenzoic acid), C(C(=O)Cl)(=O)Cl (oxalyl chloride), CO (methanol). Run in C(Cl)Cl (methylene chloride). Conditions: time 18 hour. Yields the product COC(C1=C(C(=C(C(=C1)F)F)O)F)=O (3-hydroxy-2,4,5-trifluorobenzoic acid methyl ester). Yield: 31.2%. As a reaction SMILES: [OH:1][C:2]1[C:3]([F:13])=[C:4]([CH:8]=[C:9]([F:12])[C:10]=1[F:11])[C:5]([OH:7])=[O:6].[C:14](Cl)(=O)C(Cl)=O.CO>C(Cl)Cl>[CH3:14][O:6][C:5](=[O:7])[C:4]1[CH:8]=[C:9]([F:12])[C:10]([F:11])=[C:2]([OH:1])[C:3]=1[F:13]. Procedure details: A solution of 3-hydroxy-2,4,5-trifluorobenzoic acid (50 g, 0.26 mol) (prepared in an analogous manner to that described in Eur. Pat. Publication 271275) in methylene chloride (500 mL) was added oxalyl chloride (79 g, 0.62 mol). This solution was stirred at room temperature for 18 hours, cooled to 5° C. and the treated dropwise with methanol (100 mL). The mixture was stirred at room temperature for 2 hours, refluxed for 0.5 hour, cooled and concentrated. The residue was partitioned between methyl...